Dataset: the Open Reaction Database (ORD), a public repository of structured organic reaction records. Task: describe an organic reaction: reactants, conditions, products, and yield Starting materials: CSC(N[N+](=O)[O-])=N (N-nitrocarbamimidothioic acid methylester), NCCCOC=1C=C(C=CC1)CN(C)C (3-(3-aminopropoxy)-N,N-dimethylbenzenemethanamine). Run in C(C)O (ethanol). The product is [N+](=O)([O-])NC(=N)NCCCOC1=CC(=CC=C1)CN(C)C (N-Nitro-N'-[3-[3-(N,N-dimethylaminomethyl)phenoxy]propyl]guanidine). As a reaction SMILES: CS[C:3](=[NH:8])[NH:4][N+:5]([O-:7])=[O:6].[NH2:9][CH2:10][CH2:11][CH2:12][O:13][C:14]1[CH:15]=[C:16]([CH2:20][N:21]([CH3:23])[CH3:22])[CH:17]=[CH:18][CH:19]=1>C(O)C>[N+:5]([NH:4][C:3]([NH:9][CH2:10][CH2:11][CH2:12][O:13][C:14]1[CH:19]=[CH:18][CH:17]=[C:16]([CH2:20][N:21]([CH3:22])[CH3:23])[CH:15]=1)=[NH:8])([O-:7])=[O:6]. Procedure: N-nitrocarbamimidothioic acid methylester (0.77 g) and 3-(3-aminopropoxy)-N,N-dimethylbenzenemethanamine (1.0 g) were heated in ethanol at 40° for 20 mins. The solution was cooled to precipitate the title compound which was filtered off and recrystallised from ethyl acetate as a white solid (0.44 g) m.p. 114°-115°. TLC silica; methanol:0.88 ammonia (80:1) Rf 0.48. Reactants: B, CSC, COB(OC)OC, O=C(O)c1cccc(I)c1F, C1CCOC1. Product: OCc1cccc(I)c1F. Reaction SMILES: [BH3:22].[CH3:19][S:20][CH3:21].[CH3:1][O:2][B:3]([O:4][CH3:5])[O:6][CH3:7].[F:8][c:9]1[c:10]([C:11](=[O:12])[OH:13])[cH:14][cH:15][cH:16][c:17]1[I:18].[O:23]1[CH2:24][CH2:25][CH2:26][CH2:27]1>>[F:8][c:9]1[c:10]([CH2:11][OH:12])[cH:14][cH:15][cH:16][c:17]1[I:18]. Reactants: C(C)(C)(C)OC(NC(C)CC(NC1=CC(=CC=C1)C1=CC=2N=C(N=C(C2S1)N1CCOCC1)Cl)=O)=O (tert-butyl(3-(2-chloro-4-morpholinothieno[3,2-d]pyrimidin-6-yl)phenylcarbamoyl)propan-2-ylcarbamate), CC1(OB(OC1(C)C)C1=C2C=NNC2=CC=C1)C (4-(4,4,5,5-tetramethyl-[1,3,2]dioxaborolan-2-yl)-1H-indazole). Product: C(C)(C)(C)OC(NC(C)CC(NC1=CC(=CC=C1)C1=CC=2N=C(N=C(C2S1)N1CCOCC1)C1=C2C=NNC2=CC=C1)=O)=O (tert-butyl(3-(2-(1H-indazol-4-yl)-4-morpholinothieno[3,2-d]pyrimidin-6-yl)phenylcarbamoyl)propan-2-ylcarbamate). As a reaction SMILES: [C:1]([O:5][C:6](=[O:36])[NH:7][CH:8]([CH2:10][C:11](=[O:35])[NH:12][C:13]1[CH:18]=[CH:17][CH:16]=[C:15]([C:19]2[S:27][C:26]3[C:25]([N:28]4[CH2:33][CH2:32][O:31][CH2:30][CH2:29]4)=[N:24][C:23](Cl)=[N:22][C:21]=3[CH:20]=2)[CH:14]=1)[CH3:9])([CH3:4])([CH3:3])[CH3:2].CC1(C)C(C)(C)OB([C:45]2[CH:53]=[CH:52][CH:51]=[C:50]3[C:46]=2[CH:47]=[N:48][NH:49]3)O1>>[C:1]([O:5][C:6](=[O:36])[NH:7][CH:8]([CH2:10][C:11](=[O:35])[NH:12][C:13]1[CH:18]=[CH:17][CH:16]=[C:15]([C:19]2[S:27][C:26]3[C:25]([N:28]4[CH2:33][CH2:32][O:31][CH2:30][CH2:29]4)=[N:24][C:23]([C:45]4[CH:53]=[CH:52][CH:51]=[C:50]5[C:46]=4[CH:47]=[N:48][NH:49]5)=[N:22][C:21]=3[CH:20]=2)[CH:14]=1)[CH3:9])([CH3:4])([CH3:3])[CH3:2]. Procedure details: 3-(2-Chloro-4-morpholinothieno[3,2-d]pyrimidin-6-yl)benzenamine (50 mg) was reacted with Boc-2-aminoisobutric acid via General Procedure I to give tert-butyl(3-(2-chloro-4-morpholinothieno[3,2-d]pyrimidin-6-yl)phenylcarbamoyl)propan-2-ylcarbamate. 75 mg of the crude tert-butyl(3-(2-chloro-4-morpholinothieno[3,2-d]pyrimidin-6-yl)phenylcarbamoyl)propan-2-ylcarbamate was coupled to 4-(4,4,5,5-tetramethyl-1,3,2-dioxaborolan-2-yl)-1H-indazole 7 via General Procedure A to yield tert-butyl(3-(2-(1H-ind... Reactants: CC(COS(C)(=O)=O)N1c2ccccc2Sc2ccc(C#N)cc21, CC1CCCN1, Cc1ccccc1. Product: CC1CCCN1CC(C)N1c2ccccc2Sc2ccc(C#N)cc21. Reaction SMILES: [CH3:1][S:2]([O:3][CH2:6][CH:7]([CH3:8])[N:9]1[c:10]2[cH:11][cH:12][cH:13][cH:14][c:15]2[S:16][c:17]2[cH:18][cH:19][c:20]([C:23]#[N:24])[cH:21][c:22]21)(=[O:4])=[O:5].[CH3:25][CH:26]1[NH:27][CH2:28][CH2:29][CH2:30]1.[CH3:31][c:32]1[cH:33][cH:34][cH:35][cH:36][cH:37]1>>[CH2:6]([CH:7]([CH3:8])[N:9]1[c:10]2[cH:11][cH:12][cH:13][cH:14][c:15]2[S:16][c:17]2[cH:18][cH:19][c:20]([C:23]#[N:24])[cH:21][c:22]21)[N:27]1[CH:26]([CH3:25])[CH2:30][CH2:29][CH2:28]1. The reactants are CCOCC (ether), O (water), Cl (hydrochloric acid), diethyl sodium aluminum dihydride, C(C1=CC=CC=C1)C=1SC=C(N1)C(=O)OCC (ethyl 2-benzyl-thiazole-4-carboxylate). RXN SMILES: [CH2:1]([C:8]1[S:9][CH:10]=[C:11]([C:13](OCC)=[O:14])[N:12]=1)[C:2]1[CH:7]=[CH:6][CH:5]=[CH:4][CH:3]=1.Cl.CCOCC.O>C1(C)C=CC=CC=1>[CH2:1]([C:8]1[S:9][CH:10]=[C:11]([CH2:13][OH:14])[N:12]=1)[C:2]1[CH:3]=[CH:4][CH:5]=[CH:6][CH:7]=1. Yields the product C(C1=CC=CC=C1)C=1SC=C(N1)CO ((2-benzyl-4-thiazolyl)-methanol). Procedure details: 90 ml of a toluene solution of 2 M/liter of diethyl sodium aluminum dihydride was added dropwise at -10° C. to a solution of 20 g of the product of Step A in 100 ml of toluene and the mixture was stirred at -5° C. for one hour. 150 ml of aqueous 2N hydrochloric acid were added dropwise to the mixture at -20° C. and then ether and water were added thereto. The mixture was filtered and the organic phase of the filtrate was washed with water, dried and evaporated to dryness. The residue was chromat... Run at temperature -5 celsius, time 1 hour. Run in C1(=CC=CC=C1)C (toluene), C1(=CC=CC=C1)C (toluene). Isolated yield 81.9%. Reactants: C(CCC)[Li] (n-Butyl lithium), C(C1=CC=CC=C1)[C@@H]1NC(OC1)=O ((S)-4-benzyl-2-oxazolidinone), C(CCCCCCCCC)(=O)Cl (Decanoyl chloride). The solvent is C1CCOC1 (THF). Run at temperature 0 celsius, time 15 minute. Yields the product O=C(CCCCCCCCC)N1C(OC[C@@H]1CC1=CC=CC=C1)=O (3-(1-Oxodecyl)-(4S)-phenylmethyl-2-oxazolidinone). Reaction SMILES: C([Li])CCC.[CH2:6]([C@H:13]1[CH2:17][O:16][C:15](=[O:18])[NH:14]1)[C:7]1[CH:12]=[CH:11][CH:10]=[CH:9][CH:8]=1.[C:19](Cl)(=[O:29])[CH2:20][CH2:21][CH2:22][CH2:23][CH2:24][CH2:25][CH2:26][CH2:27][CH3:28]>C1COCC1>[O:29]=[C:19]([N:14]1[C@@H:13]([CH2:6][C:7]2[CH:8]=[CH:9][CH:10]=[CH:11][CH:12]=2)[CH2:17][O:16][C:15]1=[O:18])[CH2:20][CH2:21][CH2:22][CH2:23][CH2:24][CH2:25][CH2:26][CH2:27][CH3:28]. Procedure details: n-Butyl lithium (160 mL, 398 mmol, 2.5M in hexanes) is added to a solution of (S)-4-benzyl-2-oxazolidinone 51 (64 g, 362 mmol) in THF (750 mL) at -78° C. under argon and stirred for 15 min. Decanoyl chloride 59 (69 g, 362 mmol) is added to the solution dropwise and stirred for 40 min, then warmed to 0° C. for 2 hours. The reaction is quenched with NH4Cl and extracted with EtOAc. The organic layer is washed with 1N HCl, aqueous NaHCO3, aqueous NaCl, and dried over MgSO4. The crude product is recr... Reactants: CO, COC(=O)c1ccc(C=Cc2ccccc2Cl)cc1, [Na+], [OH-]. Product: O=C(O)c1ccc(C=Cc2ccccc2Cl)cc1. RXN SMILES: [CH3:22][OH:23].[Cl:1][c:2]1[c:3]([CH:4]=[CH:5][c:6]2[cH:7][cH:8][c:9]([C:10](=[O:11])[O:12][CH3:13])[cH:14][cH:15]2)[cH:16][cH:17][cH:18][cH:19]1.[Na+:21].[OH-:20]>>[Cl:1][c:2]1[c:3]([CH:4]=[CH:5][c:6]2[cH:7][cH:8][c:9]([C:10](=[O:11])[OH:12])[cH:14][cH:15]2)[cH:16][cH:17][cH:18][cH:19]1.